This data is from the Open Reaction Database (ORD), a public repository of structured organic reaction records. The task is: describe an organic reaction: reactants, conditions, products, and yield Reactants: COC(=O)Oc1cc(Nc2ncnc3cc(OCc4ccccc4)c(OC)cc23)c(F)cc1C, CO, Cl, Cl, [Na+], [OH-], O. Yields the product COc1cc2c(Nc3cc(O)c(C)cc3F)ncnc2cc1OCc1ccccc1, Cl. Reaction SMILES: [CH2:2]([c:3]1[cH:4][cH:5][cH:6][cH:7][cH:8]1)[O:9][c:10]1[c:11]([O:34][CH3:35])[cH:12][c:13]2[c:14]([NH:20][c:21]3[c:22]([F:33])[cH:23][c:24]([CH3:32])[c:25]([O:27][C:28]([O:29][CH3:30])=[O:31])[cH:26]3)[n:15][cH:16][n:17][c:18]2[cH:19]1.[CH3:40][OH:41].[ClH:1].[ClH:39].[Na+:37].[OH-:36].[OH2:38]>>[CH2:2]([c:3]1[cH:4][cH:5][cH:6][cH:7][cH:8]1)[O:9][c:10]1[c:11]([O:34][CH3:35])[cH:12][c:13]2[c:14]([NH:20][c:21]3[c:22]([F:33])[cH:23][c:24]([CH3:32])[c:25]([OH:27])[cH:26]3)[n:15][cH:16][n:17][c:18]2[cH:19]1.[ClH:1]. The reactants are ClC1=CC(=C(/C=C/C(=O)OC)C=C1)NS(=O)(=O)C1=CC=CC=C1 (methyl trans-4-chloro-2-(phenylsulfonylamino)cinnamate), BrCC(=O)C1=NC=C(C=C1)Cl (2-Bromoacetyl-5-chloropyridine). The product is COC(CC1=C(NC2=CC(=CC=C12)Cl)C(=O)C1=NC=C(C=C1)Cl)=O (Methyl[6-chloro-2-(5-chloropyridine-2-carbonyl)-1H-indol-3-yl]acetate). RXN SMILES: [Cl:1][C:2]1[CH:13]=[CH:12][C:5](/[CH:6]=[CH:7]/[C:8]([O:10][CH3:11])=[O:9])=[C:4]([NH:14]S(C2C=CC=CC=2)(=O)=O)[CH:3]=1.Br[CH2:25][C:26]([C:28]1[CH:33]=[CH:32][C:31]([Cl:34])=[CH:30][N:29]=1)=[O:27]>>[CH3:11][O:10][C:8](=[O:9])[CH2:7][C:6]1[C:5]2[C:4](=[CH:3][C:2]([Cl:1])=[CH:13][CH:12]=2)[NH:14][C:25]=1[C:26]([C:28]1[CH:33]=[CH:32][C:31]([Cl:34])=[CH:30][N:29]=1)=[O:27]. Procedure: The title compound was prepared according to the procedure described in Example 57 from methyl trans-4-chloro-2-(phenylsulfonylamino)cinnamate (step 1 of Example 8, Method A) and 2-bromoacetyl-5-chloropyridine (Preparation is described in Example 85). Reactants: [C-]#N.[Na+] (sodium cyanide), resultant product, C1(=CC=C(C=C1)N1C2=CC=CC=C2C=2C=C(C=CC12)C=C(C#N)C#N)C (N-(p-tolyl)-3-(dicyanovinyl)carbazole), resultant solution, C(C)(=O)[O-].C(C)(=O)[O-].C(C)(=O)[O-].C(C)(=O)[O-].[Pb+4] (lead tetraacetate). The solvent is O (water), C(Cl)(Cl)Cl (chloroform), CN(C=O)C (N,N-dimethylformamide), O (water). Reaction conditions: time 10 minute. Yields the product C1(=CC=C(C=C1)N1C2=CC=CC=C2C=2C=C(C=CC12)C(=C(C#N)C#N)C#N)C (N-(p-tolyl)-3-(tricyanoethenyl)carbazole). Isolated yield 21.5%. As a reaction SMILES: [C:1]1([CH3:26])[CH:6]=[CH:5][C:4]([N:7]2[C:19]3[CH:18]=[CH:17][C:16]([CH:20]=[C:21]([C:24]#[N:25])[C:22]#[N:23])=[CH:15][C:14]=3[C:13]3[C:8]2=[CH:9][CH:10]=[CH:11][CH:12]=3)=[CH:3][CH:2]=1.[C-:27]#[N:28].[Na+].C([O-])(=O)C.C([O-])(=O)C.C([O-])(=O)C.C([O-])(=O)C.[Pb+4]>CN(C)C=O.O.C(Cl)(Cl)Cl>[C:1]1([CH3:26])[CH:2]=[CH:3][C:4]([N:7]2[C:19]3[CH:18]=[CH:17][C:16]([C:20]([C:27]#[N:28])=[C:21]([C:24]#[N:25])[C:22]#[N:23])=[CH:15][C:14]=3[C:13]3[C:8]2=[CH:9][CH:10]=[CH:11][CH:12]=3)=[CH:5][CH:6]=1 |f:1.2,3.4.5.6.7|. Procedure details: 6.50 g (19.5 mmol) of N-(p-tolyl)-3-(dicyanovinyl)carbazole and 60 ml of N,N-dimethylformamide as solvent were placed in a 500 ml four-necked flask with a mechanical stirrer and bulb-shaped cooler. To this was added an aqueous solution prepared from 1.05 g (21.4 mmol) of sodium cyanide and 5.0 ml of water, which was stirred for 10 minutes. Further, 8.64 g (19.5 mmol) of lead tetraacetate was added. The resultant product was subjected to the reaction for 30 minutes. After the reaction was complet... Starting materials: O (Water), C([O-])([O-])=O.[K+].[K+] (potassium carbonate), OC1=C(C=O)C=CC=C1 (hydroxy benzaldehyde), FC(C(C(C(C(C(C(C(F)(F)F)(F)F)(F)F)(F)F)(F)F)(F)F)(F)F)(CCCI)F (3-(perfluorooctyl)propyl iodide). The solvent is CCOCC (ether), CN(C)C=O (DMF). Run at temperature 65 celsius. Product: FC(C(C(C(C(C(C(C(F)(F)F)(F)F)(F)F)(F)F)(F)F)(F)F)(F)F)(CCCOC1=CC=C(C=O)C=C1)F (4-[3-(perfluorooctyl)propyloxy]benzaldehyde). Isolated yield 91.0%. RXN SMILES: [C:1](=[O:4])([O-])[O-].[K+].[K+].[OH:7][C:8]1[CH:15]=[CH:14][CH:13]=[CH:12][C:9]=1C=O.[F:16][C:17]([F:44])([CH2:40][CH2:41][CH2:42]I)[C:18]([F:39])([F:38])[C:19]([F:37])([F:36])[C:20]([F:35])([F:34])[C:21]([F:33])([F:32])[C:22]([F:31])([F:30])[C:23]([F:29])([F:28])[C:24]([F:27])([F:26])[F:25].O>CN(C=O)C.CCOCC>[F:16][C:17]([F:44])([CH2:40][CH2:41][CH2:42][O:7][C:8]1[CH:9]=[CH:12][C:13]([CH:1]=[O:4])=[CH:14][CH:15]=1)[C:18]([F:38])([F:39])[C:19]([F:36])([F:37])[C:20]([F:34])([F:35])[C:21]([F:32])([F:33])[C:22]([F:31])([F:30])[C:23]([F:29])([F:28])[C:24]([F:27])([F:26])[F:25] |f:0.1.2|. Procedure: A 500 mL 2-neck flask equipped with thermometer and gas inlet charged with potassium carbonate (27.6 g), hydroxy benzaldehyde (13.4 g), and 3-(perfluorooctyl)propyl iodide (58.8 g) in DMF (200 mL) was heated to 65° C. (internal temperature). The mixture was stirred at 65° C. until the reaction was complete. The reaction mixture was cooled to room temperature. Water (300 mL) and ether (300 mL) were added and the mixture stirred vigorously for 5 min. The layers were separated and the organic layer... Reactants: N12CCC(CC1)(C2)C(O)(C2=CC=CC=C2)C2=CC=CC=C2 (1-azabicyclo[2.2.1]hept-4-yl(diphenyl)methanol), BrCC1=CC=C(C=C1)[N+](=O)[O-] (1-(bromomethyl)-4-nitrobenzene). The solvent is CC#N (CH3CN). The product is [Br-].OC(C12CC[N+](CC1)(C2)CCCOC2=CC=C(C=C2)[N+](=O)[O-])(C2=CC=CC=C2)C2=CC=CC=C2 (4-[hydroxy(diphenyl)methyl]-1-{3-[(4-nitrophenyl)oxy]propyl}-1-azoniabicyclo[2.2.1]heptane bromide). The yield is 101.9%. RXN SMILES: [N:1]12[CH2:7][C:4]([C:8]([C:16]3[CH:21]=[CH:20][CH:19]=[CH:18][CH:17]=3)([C:10]3[CH:15]=[CH:14][CH:13]=[CH:12][CH:11]=3)[OH:9])([CH2:5][CH2:6]1)[CH2:3][CH2:2]2.[Br:22]C[C:24]1[CH:29]=[CH:28][C:27]([N+:30]([O-:32])=[O:31])=[CH:26][CH:25]=1>CC#N>[Br-:22].[OH:9][C:8]([C:16]1[CH:21]=[CH:20][CH:19]=[CH:18][CH:17]=1)([C:10]1[CH:15]=[CH:14][CH:13]=[CH:12][CH:11]=1)[C:4]12[CH2:7][N+:1]([CH2:3][CH2:4][CH2:8][O:9][C:24]3[CH:25]=[CH:26][C:27]([N+:30]([O-:32])=[O:31])=[CH:28][CH:29]=3)([CH2:6][CH2:5]1)[CH2:2][CH2:3]2 |f:3.4|. Procedure details: Following the general procedure outlined in Example 2, 1-azabicyclo[2.2.1]hept-4-yl(diphenyl)methanol (33.2 mg, 0.119 mmol) and 1-(bromomethyl)-4-nitrobenzene (45.9 mg, 0.176 mmol) in 2 CH3CN/3 CHCl3 (2.5 mL) were reacted to give the desired product (32.7 mg, 51%). EI-MS m/z 459 (M+) Rt (1.83 min). Reaction SMILES: [C:1]([O:4][CH2:5][C@@:6]([NH:16][C:17](=[O:19])[CH3:18])([CH3:15])[CH2:7][CH2:8][C:9]1[N:10]([CH3:14])[CH:11]=[CH:12][CH:13]=1)(=[O:3])[CH3:2].[CH2:20]([C@@]1(CCC2N(C)C=CC=2)COC(=O)N1)C>>[C:1]([O:4][CH2:5][C@@:6]([NH:16][C:17](=[O:19])[CH3:18])([CH2:15][CH3:20])[CH2:7][CH2:8][C:9]1[N:10]([CH3:14])[CH:11]=[CH:12][CH:13]=1)(=[O:3])[CH3:2]. Yields the product C(C)(=O)OC[C@](CCC=1N(C=CC1)C)(CC)NC(C)=O ((2R) -1-Acetoxy-2-acetylamino-2-ethyl-4-(1-methylpyrrol-2-yl)butane). Reactants: example 1, example 2 ( 2e ), C(C)(=O)OC[C@](CCC=1N(C=CC1)C)(C)NC(C)=O ((2R)-1-Acetoxy-2-acetylamino-2-methyl-4-(1-methylpyrrol-2-yl)butane), C(C)[C@@]1(NC(OC1)=O)CCC=1N(C=CC1)C ((4R)-4-ethyl-4-[2-(1-methylpyrrol-2-yl)ethyl]-1,3-oxazolidin-2-one). The yield is 77.0%. Procedure: The reaction was carried out in the similar manner to Reference example 1 (1 g) and (1h) using (4R)-4-ethyl-4-[2-(1-methylpyrrol-2-yl)ethyl]-1,3-oxazolidin-2-one obtained Reference example 2 (2e) as a starting material to obtain the title compound (yield: 77%). Starting materials: O=C([O-])[O-], CCc1ccc(C2CC(C(=O)OC)CN(C(=O)Oc3ccc([N+](=O)[O-])cc3)C2)cc1, C1CSCCN1, [K+], [K+], CN(C)C=O. The product is CCc1ccc(C2CC(C(=O)OC)CN(C(=O)N3CCSCC3)C2)cc1. Reaction SMILES: [C:37](=[O:38])([O-:39])[O-:40].[CH2:1]([CH3:2])[c:3]1[cH:4][cH:5][c:6]([CH:9]2[CH2:10][CH:11]([C:27](=[O:28])[O:29][CH3:30])[CH2:12][N:13]([C:15](=[O:16])[O:17][c:18]3[cH:19][cH:20][c:21]([N+:22]([O-:23])=[O:24])[cH:25][cH:26]3)[CH2:14]2)[cH:7][cH:8]1.[CH2:31]1[CH2:32][S:33][CH2:34][CH2:35][NH:36]1.[K+:41].[K+:42].[O:43]=[CH:44][N:45]([CH3:46])[CH3:47]>>[CH2:1]([CH3:2])[c:3]1[cH:4][cH:5][c:6]([CH:9]2[CH2:10][CH:11]([C:27](=[O:28])[O:29][CH3:30])[CH2:12][N:13]([C:15](=[O:16])[N:36]3[CH2:31][CH2:32][S:33][CH2:34][CH2:35]3)[CH2:14]2)[cH:7][cH:8]1. Reactants: CO, ClCCCOc1cncc(Cl)c1, [NH4+], [OH-]. The product is NCCCOc1cncc(Cl)c1. RXN SMILES: [CH3:15][OH:16].[Cl:1][c:2]1[cH:3][n:4][cH:5][c:6]([O:8][CH2:9][CH2:10][CH2:11][Cl:12])[cH:7]1.[NH4+:13].[OH-:14]>>[Cl:1][c:2]1[cH:3][n:4][cH:5][c:6]([O:8][CH2:9][CH2:10][CH2:11][NH2:13])[cH:7]1. Reactants: CSc1ccc(N)cc1, CCOC(C)=O, CN1CCCC1=O, CCN(C(C)C)C(C)C, O=[N+]([O-])c1ccc(Oc2cc(Cl)ncn2)cc1, O. Yields the product CSc1ccc(Nc2cc(Oc3ccc([N+](=O)[O-])cc3)ncn2)cc1. Reaction SMILES: [CH3:18][S:19][c:20]1[cH:21][cH:22][c:23]([NH2:24])[cH:25][cH:26]1.[CH3:36][CH2:37][O:38][C:39](=[O:40])[CH3:41].[CH3:42][N:43]1[CH2:44][CH2:45][CH2:46][C:47]1=[O:48].[CH:27]([N:28]([CH:29]([CH3:30])[CH3:31])[CH2:32][CH3:33])([CH3:34])[CH3:35].[Cl:1][c:2]1[n:3][cH:4][n:5][c:6]([O:8][c:9]2[cH:10][cH:11][c:12]([N+:15](=[O:16])[O-:17])[cH:13][cH:14]2)[cH:7]1.[OH2:49]>>[c:2]1([NH:24][c:23]2[cH:22][cH:21][c:20]([S:19][CH3:18])[cH:26][cH:25]2)[n:3][cH:4][n:5][c:6]([O:8][c:9]2[cH:10][cH:11][c:12]([N+:15](=[O:16])[O-:17])[cH:13][cH:14]2)[cH:7]1. Starting materials: COc1c(C(C)(C)C)cc(C(=O)O)cc1C(C)(C)C, ClCCCl, CN(C)c1ccncc1, ClCCl, NCC1CCN(C(=O)CCCCC(c2ccc(F)cc2)c2ccc(F)cc2)C1. Yields the product COc1c(C(C)(C)C)cc(C(=O)NCC2CCN(C(=O)CCCCC(c3ccc(F)cc3)c3ccc(F)cc3)C2)cc1C(C)(C)C. RXN SMILES: [C:29]([CH3:30])([CH3:31])([CH3:32])[c:33]1[cH:34][c:35]([C:36](=[O:37])[OH:38])[cH:39][c:40]([C:44]([CH3:45])([CH3:46])[CH3:47])[c:41]1[O:42][CH3:43].[CH2:48]([Cl:49])[CH2:50][Cl:51].[CH3:55][N:56]([c:57]1[cH:58][cH:59][n:60][cH:61][cH:62]1)[CH3:63].[Cl:52][CH2:53][Cl:54].[NH2:1][CH2:2][CH:3]1[CH2:4][N:5]([C:8]([CH2:9][CH2:10][CH2:11][CH2:12][CH:13]([c:14]2[cH:15][cH:16][c:17]([F:20])[cH:18][cH:19]2)[c:21]2[cH:22][cH:23][c:24]([F:27])[cH:25][cH:26]2)=[O:28])[CH2:6][CH2:7]1>>[NH:1]([CH2:2][CH:3]1[CH2:4][N:5]([C:8]([CH2:9][CH2:10][CH2:11][CH2:12][CH:13]([c:14]2[cH:15][cH:16][c:17]([F:20])[cH:18][cH:19]2)[c:21]2[cH:22][cH:23][c:24]([F:27])[cH:25][cH:26]2)=[O:28])[CH2:6][CH2:7]1)[C:36]([c:35]1[cH:34][c:33]([C:29]([CH3:30])([CH3:31])[CH3:32])[c:41]([O:42][CH3:43])[c:40]([C:44]([CH3:45])([CH3:46])[CH3:47])[cH:39]1)=[O:37].